This data is from the Open Reaction Database (ORD), a public repository of structured organic reaction records. The task is: describe an organic reaction: reactants, conditions, products, and yield As a reaction SMILES: [CH3:1][C:2]1[CH:3]=[C:4]([CH:11]=[CH:12][CH:13]=1)[CH2:5][CH:6]([CH3:10])[C:7](=[O:9])[CH3:8].CC([O-])C.CC([O-])C.CC([O-])C.[Al+3].CC(C)=O>C(O)(C)C>[CH3:1][C:2]1[CH:3]=[C:4]([CH2:5][CH:6]([CH3:10])[CH:7]([OH:9])[CH3:8])[CH:11]=[CH:12][CH:13]=1 |f:1.2.3.4|. Reactants: CC=1C=C(CC(C(C)=O)C)C=CC1 (3-(3-methylbenzyl)-butanone), CC(C)[O-].CC(C)[O-].CC(C)[O-].[Al+3] (aluminum triisopropylate), CC(=O)C (acetone). Procedure details: A solution of 1 mol of 3-(3-methylbenzyl)-butanone (86% pure) in 300 ml of isopropanol was added drop-wise in the course of 5 hours to 100 g of aluminum triisopropylate heated to boiling with 300 ml of isopropanol, while a mixture of acetone and isopropanol distilled off slowly through a 50-cm long packed column. After reacting for 8 hours, the distillate no longer contained any acetone. The residual isopropanol was then distilled off and 300 ml of toluene, 300 g of ice and 300 g of conc. hydroc... Reaction conditions: time 8 hour. The solvent is C(C)(C)O (isopropanol), C(C)(C)O (isopropanol), C(C)(C)O (isopropanol). Yields the product CC=1C=C(C=CC1)CC(C(C)O)C (1-(3-Methylphenyl)-2-methylbutan-3-ol). The reactants are CC(C)CC(=O)C (MIBK), N (Ammonia), NC1(CCCC1)C(=O)N (1-aminocyclopentanecarboxamide), C(CCCC)=O (valeraldehyde). The solvent is O (water). Run at temperature 70 celsius, time 7 hour. Yields the product C(CCC)C1NC2(C(N1)=O)CCCC2 (2-butyl-1,3-diaza-spiro[4.4]nonan-4-one). RXN SMILES: N.[NH2:2][C:3]1([C:8]([NH2:10])=[O:9])[CH2:7][CH2:6][CH2:5][CH2:4]1.[CH:11](=O)[CH2:12][CH2:13][CH2:14][CH3:15].CC(CC(C)=O)C>O>[CH2:12]([CH:11]1[NH:10][C:8](=[O:9])[C:3]2([CH2:7][CH2:6][CH2:5][CH2:4]2)[NH:2]1)[CH2:13][CH2:14][CH3:15]. Procedure: Ammonia solution (20%; 20 g, 0.30 mol.) is added to a solution of 126 g of 1-aminocyclopentanecarboxamide (>98%, 0.98 mol.) in 150 g of water. 86 g of valeraldehyde (0.99 mol.) are then added at 15° C., during which the temperature rises to 32° C. The reaction mixture is heated to 70° C. and stirred for 7 hours at that temperature. 350 ml of MIBK are added to the emulsion, and the mixture is cooled, with stirring, and the organic phase is separated off. The extract is extensively concentrated by... The reactants are CSC1=CC=C(C=C1)CCO (2-[4-(methylsulfanyl)phenyl]-1-ethanol), C1(=CC=CC=C1)P(C1=CC=CC=C1)C1=CC=CC=C1 (triphenylphosphine), C1CCN(CC1)C(=O)/N=N/C(=O)N2CCCCC2 (1,1-(azodicarbonyl)dipiperidine), OC1=CC=C(C=O)C=C1 (4-hydroxybenzaldehyde). The solvent is ClCCl (dichloromethane), ClCCl (dichloromethane). Run at time 2 hour. Product: CSC1=CC=C(C=C1)CCOC1=CC=C(C=O)C=C1 (4-[2-(4-methylmercaptophenyl)ethoxy]benzaldehyde). Isolated yield 84.4%. Reaction SMILES: [CH3:1][S:2][C:3]1[CH:8]=[CH:7][C:6]([CH2:9][CH2:10][OH:11])=[CH:5][CH:4]=1.C1(P(C2C=CC=CC=2)C2C=CC=CC=2)C=CC=CC=1.C1CCN(C(/N=N/C(N2CCCCC2)=O)=O)CC1.O[C:50]1[CH:57]=[CH:56][C:53]([CH:54]=[O:55])=[CH:52][CH:51]=1>ClCCl>[CH3:1][S:2][C:3]1[CH:8]=[CH:7][C:6]([CH2:9][CH2:10][O:11][C:50]2[CH:57]=[CH:56][C:53]([CH:54]=[O:55])=[CH:52][CH:51]=2)=[CH:5][CH:4]=1. Procedure: 1.7 g (10 mmole) 2-[4-(methylsulfanyl)phenyl]-1-ethanol, 5.24 g (20 mmole) triphenylphosphine and 5.05 g (20 mmole) 1,1-(azodicarbonyl)dipiperidine was added to a mixture of 2.47 g (20 mmole) 4-hydroxybenzaldehyde in 40 ml dichloromethane under argon atmosphere. Stirring at room temperature for 2 hours, (more dichloromethane was added after 20 minutes), gave a solid material that was removed by filtration. The filtrate was purified by chromatography on silica gel using dichloromethane as eluent ... Reactants: BrBr (bromine), CC1=C(C(=CC=C1)C)CC(=O)O (2,6-dimethylphenylacetic acid). Run in C(C)(=O)O (acetic acid), C(C)(=O)O (acetic acid), CC1CCCCC1 (methylcyclohexane). Conditions: temperature 45 celsius, time 16 hour. Yields the product BrC=1C(=C(C(=CC1)C)CC(=O)O)C (3-Bromo-2,6-dimethylphenylacetic acid). As a reaction SMILES: [Br:1]Br.[CH3:3][C:4]1[CH:9]=[CH:8][CH:7]=[C:6]([CH3:10])[C:5]=1[CH2:11][C:12]([OH:14])=[O:13]>C(O)(=O)C.CC1CCCCC1>[Br:1][C:7]1[C:6]([CH3:10])=[C:5]([CH2:11][C:12]([OH:14])=[O:13])[C:4]([CH3:3])=[CH:9][CH:8]=1. Procedure details: At 45° C., a solution of 62.5 g [391 mmol] of bromine in 120 ml of glacial acetic acid is added dropwise over a period of 1 hour to a solution of 47.6 g [290 mmol] of 2,6-dimethylphenylacetic acid in 300 ml of glacial acetic acid. The reaction mixture is then stirred at 45° C. for another 16 hours and concentrated on a rotary evaporator. The solid obtained is stirred in 180 ml of methylcyclohexane at room temperature for 4 hours. After filtration, the residue is washed twice with in each case 60...